This data is from the Open Reaction Database (ORD), a public repository of structured organic reaction records. The task is: describe an organic reaction: reactants, conditions, products, and yield Starting materials: COc1cc(N2CCOCC2)ccc1Nc1nc(Cl)ncc1Cl, COc1cc2c(cc1N)CCN(C(CF)CF)CC2. The product is COc1cc2c(cc1Nc1ncc(Cl)c(Nc3ccc(N4CCOCC4)cc3OC)n1)CCN(C(CF)CF)CC2. Reaction SMILES: [Cl:20][c:21]1[n:22][cH:23][c:24]([Cl:42])[c:25]([NH:27][c:28]2[c:29]([O:40][CH3:41])[cH:30][c:31]([N:34]3[CH2:35][CH2:36][O:37][CH2:38][CH2:39]3)[cH:32][cH:33]2)[n:26]1.[F:1][CH2:2][CH:3]([CH2:4][F:5])[N:6]1[CH2:7][CH2:8][c:9]2[c:10]([cH:13][c:14]([NH2:19])[c:15]([O:17][CH3:18])[cH:16]2)[CH2:11][CH2:12]1>>[F:1][CH2:2][CH:3]([CH2:4][F:5])[N:6]1[CH2:7][CH2:8][c:9]2[c:10]([cH:13][c:14]([NH:19][c:21]3[n:22][cH:23][c:24]([Cl:42])[c:25]([NH:27][c:28]4[c:29]([O:40][CH3:41])[cH:30][c:31]([N:34]5[CH2:35][CH2:36][O:37][CH2:38][CH2:39]5)[cH:32][cH:33]4)[n:26]3)[c:15]([O:17][CH3:18])[cH:16]2)[CH2:11][CH2:12]1. Starting materials: COC=1C=C2C=CC(=CC2=CC1)[C@@H](COC(N)=O)C (carbamic acid (S)-2-(6-methoxy-naphthalen-2-yl)-propyl ester), C(C)(=O)O.C(C)(=O)O.IC1=CC=CC=C1 (iodobenzene diacetate), [O-2].[Mg+2] (magnesium monoxide), C1=CC=CC=C1 (benzene), EtOAc-hexanes. The reagents and catalysts are CC(=O)[O-].CC(=O)[O-].CC(=O)[O-].CC(=O)[O-].[Rh+2].[Rh+2] (rhodium(II) acetate dimer). Solvent: CCOC(=O)C (EtOAc). Product: COC=1C=C2C=CC(=CC2=CC1)[C@]1(NC(OC1)=O)C ((R)-4-(6-Methoxy-naphthalen-2-yl)-4-methyl-oxazolidin-2-one). As a reaction SMILES: [CH3:1][O:2][C:3]1[CH:4]=[C:5]2[C:10](=[CH:11][CH:12]=1)[CH:9]=[C:8]([C@H:13]([CH3:19])[CH2:14][O:15][C:16](=[O:18])[NH2:17])[CH:7]=[CH:6]2.C(O)(=O)C.C(O)(=O)C.IC1C=CC=CC=1.[O-2].[Mg+2].C1C=CC=CC=1>CCOC(C)=O.CC([O-])=O.CC([O-])=O.CC([O-])=O.CC([O-])=O.[Rh+2].[Rh+2]>[CH3:1][O:2][C:3]1[CH:4]=[C:5]2[C:10](=[CH:11][CH:12]=1)[CH:9]=[C:8]([C@:13]1([CH3:19])[CH2:14][O:15][C:16](=[O:18])[NH:17]1)[CH:7]=[CH:6]2 |f:1.2.3,4.5,8.9.10.11.12.13|. Reported procedure: A mixture of carbamic acid (S)-2-(6-methoxy-naphthalen-2-yl)-propyl ester (5.4 g, 0.0208253 mol), iodobenzene diacetate (9.46 g, 0.0294 mol; Acros) and magnesium monoxide (1.93 g, 0.0479 mol; Aldrich), and rhodium(II) acetate dimer (500 mg, 0.001 mol; Janssen) in benzene (250 mL, 2.8 mol; Aldrich) was refluxed overnight under N2. TLC (EtOAc-hexanes 2:3) showed a slow moving spot. The solution was diluted with EtOAc and filtered through CELITE™ and washed with EtOAc and MeOH. Silica gel was added... Reactants: CCOC(=O)C1C(c2ccccc2)c2ccccc2C1c1ccc2c(c1)OCO2, CCOC(=O)C1=C(c2ccccc2)c2ccccc2C1c1ccc2c(c1)OCO2, CCO. The product is O=C(O)C1C(c2ccccc2)c2ccccc2C1c1ccc2c(c1)OCO2. RXN SMILES: [CH2:1]1[O:2][c:3]2[cH:4][c:5]([CH:10]3[CH:11]([C:25](=[O:26])[O:27][CH2:28][CH3:29])[CH:12]([c:19]4[cH:20][cH:21][cH:22][cH:23][cH:24]4)[c:13]4[cH:14][cH:15][cH:16][cH:17][c:18]43)[cH:6][cH:7][c:8]2[O:9]1.[CH2:30]1[O:31][c:32]2[cH:33][cH:34][c:35]([CH:36]3[c:37]4[c:38]([cH:39][cH:40][cH:41][cH:42]4)[C:43]([c:44]4[cH:45][cH:46][cH:47][cH:48][cH:49]4)=[C:50]3[C:51]([O:52][CH2:53][CH3:54])=[O:55])[cH:56][c:57]2[O:58]1.[CH3:59][CH2:60][OH:61]>>[CH2:1]1[O:2][c:3]2[cH:4][c:5]([CH:10]3[CH:11]([C:25](=[O:26])[OH:27])[CH:12]([c:19]4[cH:20][cH:21][cH:22][cH:23][cH:24]4)[c:13]4[cH:14][cH:15][cH:16][cH:17][c:18]43)[cH:6][cH:7][c:8]2[O:9]1.